This data is from the Open Reaction Database (ORD), a public repository of structured organic reaction records. The task is: describe an organic reaction: reactants, conditions, products, and yield Starting materials: NN (Hydrazine), OC(C(=O)O)CC(C1=C(C=CC=C1)O)=O (2-hydroxy-4-oxo-4-(2-hydroxyphenyl)butyric acid), Cl (hydrochloric acid), N (ammonia). Solvent: C(C)(=O)O (acetic acid), C(C)N(CC)CC (triethylamine), O (water). Conditions: time 2 hour. The product is OC1=C(C=CC=C1)C=1C=CC(NN1)=O (6-(2-hydroxyphenyl)-3(2H)-pyridazinone). Isolated yield 78.3%. As a reaction SMILES: O[CH:2]([CH2:6][C:7](=O)[C:8]1[CH:13]=[CH:12][CH:11]=[CH:10][C:9]=1[OH:14])[C:3](O)=[O:4].Cl.[NH2:17][NH2:18].N>O.C(O)(=O)C.C(N(CC)CC)C>[OH:14][C:9]1[CH:10]=[CH:11][CH:12]=[CH:13][C:8]=1[C:7]1[CH:6]=[CH:2][C:3](=[O:4])[NH:17][N:18]=1. Procedure details: To a stirred suspension of 2-hydroxy-4-oxo-4-(2-hydroxyphenyl)butyric acid (0.025M) in water (20 ml) was added triethylamine (3.3 ml), taking the pH to 9.5, followed by concentrated hydrochloric acid (2.5 ml) to take the pH to 4. Hydrazine (0.05M) was added slowly with the concurrent addition of sufficient glacial acetic acid to maintain a pH of 7.0. Steam heating was applied for 2 hours and during this time the pH of 7.0 was maintained by the addition of ammonia as necessary. The reaction mixtu...